From a dataset of the Open Reaction Database (ORD), a public repository of structured organic reaction records. describe an organic reaction: reactants, conditions, products, and yield Reactants: CC(=O)Oc1cc(C(=O)C(C)CC(=O)O)ccc1[N+](=O)[O-], Cl, [Na+], [OH-]. Product: CC(CC(=O)O)C(=O)c1ccc([N+](=O)[O-])c(O)c1. Reaction SMILES: [C:1](=[O:2])([CH3:3])[O:4][c:5]1[cH:6][c:7]([C:8](=[O:9])[CH:10]([CH2:11][C:12](=[O:13])[OH:14])[CH3:15])[cH:16][cH:17][c:18]1[N+:19](=[O:20])[O-:21].[ClH:22].[Na+:24].[OH-:23]>>[OH:4][c:5]1[cH:6][c:7]([C:8](=[O:9])[CH:10]([CH2:11][C:12](=[O:13])[OH:14])[CH3:15])[cH:16][cH:17][c:18]1[N+:19](=[O:20])[O-:21]. Starting materials: C(CCCCCCC)N1CCC2=CC(=C(C(=C12)[N+](=O)[O-])C)C(=O)O (1-Octyl-5-carboxy-6-methyl-7-nitroindoline), CO (methanol), S(O)(O)(=O)=O (sulfuric acid). The product is C(CCCCCCC)N1CCC2=CC(=C(C(=C12)[N+](=O)[O-])C)C(=O)OC (1-octyl-5-methoxycarbonyl-6-methyl-7-nitroindoline). RXN SMILES: [CH2:1]([N:9]1[C:17]2[C:12](=[CH:13][C:14]([C:22]([OH:24])=[O:23])=[C:15]([CH3:21])[C:16]=2[N+:18]([O-:20])=[O:19])[CH2:11][CH2:10]1)[CH2:2][CH2:3][CH2:4][CH2:5][CH2:6][CH2:7][CH3:8].S(=O)(=O)(O)O.[CH3:30]O>>[CH2:1]([N:9]1[C:17]2[C:12](=[CH:13][C:14]([C:22]([O:24][CH3:30])=[O:23])=[C:15]([CH3:21])[C:16]=2[N+:18]([O-:20])=[O:19])[CH2:11][CH2:10]1)[CH2:2][CH2:3][CH2:4][CH2:5][CH2:6][CH2:7][CH3:8]. Reported procedure: 1-Octyl-5-carboxy-6-methyl-7-nitroindoline (1.4 g) was dissolved in methanol (30 ml), and conc. sulfuric acid (4.1 g) was added, which was followed by refluxing for 4 hr. Methanol was evaporated under reduced pressure. Ethyl acetate (100 ml) was added to the residue. The mixture was washed with water and dried over anhydrous sodium sulfate. Ethyl acetate was evaporated under reduced pressure. The residue was purified by silica gel column chromatography (eluent: chloroform/methanol=1/0-10/1) to g... Starting materials: CC(C)O, CCOC(C)=O, COC(=O)C1=C(C)NC(COCCCl)=C(C(=O)NCCC(c2ccccc2)c2ccccc2)C1c1cccc(Cl)c1, [I-], [N-]=[N+]=[N-], [Na+], [Na+], CN(C)C=O. The product is COC(=O)C1=C(C)NC(COCCN)=C(C(=O)NCCC(c2ccccc2)c2ccccc2)C1c1cccc(Cl)c1. Reaction SMILES: [CH3:53][CH:54]([OH:55])[CH3:56].[CH3:57][CH2:58][O:59][C:60](=[O:61])[CH3:62].[Cl:1][CH2:2][CH2:3][O:4][CH2:5][C:6]1=[C:7]([C:24]([NH:25][CH2:26][CH2:27][CH:28]([c:29]2[cH:30][cH:31][cH:32][cH:33][cH:34]2)[c:35]2[cH:36][cH:37][cH:38][cH:39][cH:40]2)=[O:41])[CH:8]([c:17]2[cH:18][c:19]([Cl:23])[cH:20][cH:21][cH:22]2)[C:9]([C:13](=[O:14])[O:15][CH3:16])=[C:10]([CH3:12])[NH:11]1.[I-:43].[N-:45]=[N+:46]=[N-:47].[Na+:42].[Na+:44].[O:48]=[CH:49][N:50]([CH3:51])[CH3:52]>>[CH2:2]([CH2:3][O:4][CH2:5][C:6]1=[C:7]([C:24]([NH:25][CH2:26][CH2:27][CH:28]([c:29]2[cH:30][cH:31][cH:32][cH:33][cH:34]2)[c:35]2[cH:36][cH:37][cH:38][cH:39][cH:40]2)=[O:41])[CH:8]([c:17]2[cH:18][c:19]([Cl:23])[cH:20][cH:21][cH:22]2)[C:9]([C:13](=[O:14])[O:15][CH3:16])=[C:10]([CH3:12])[NH:11]1)[NH2:45]. Starting materials: O=O (oxygen), [H-].[Na+] (sodium hydride), C(C)C=1C(NC(NC1C(C1=CC(=CC(=C1)C)C)C#N)=O)=O (5-ethyl-6-(α-cyano-3,5-dimethylbenzyl)-2,4-pyrimidinedione), C1(CC=CC1)CBr ((cyclopent-3-en-1-yl)methyl bromide). Solvent: CN(C=O)C (dimethyl formamide), O (water). Reaction conditions: time 1 hour. Yields the product C1(CC=CC1)CN1C(NC(C(=C1C(C1=CC(=CC(=C1)C)C)=O)CC)=O)=O (1-[(cyclopent-3-en-1-yl)methyl]-5-ethyl-6-(3,5-dimethybenzoyl)-2,4-pyrimidinedione). Isolated yield 65.6%. Reaction SMILES: [H-].[Na+].[CH2:3]([C:5]1[C:6](=[O:23])[NH:7][C:8](=[O:22])[NH:9][C:10]=1[CH:11](C#N)[C:12]1[CH:17]=[C:16]([CH3:18])[CH:15]=[C:14]([CH3:19])[CH:13]=1)[CH3:4].[CH:24]1([CH2:29]Br)[CH2:28][CH:27]=[CH:26][CH2:25]1.[O:31]=O>CN(C)C=O.O>[CH:24]1([CH2:29][N:9]2[C:10]([C:11](=[O:31])[C:12]3[CH:13]=[C:14]([CH3:19])[CH:15]=[C:16]([CH3:18])[CH:17]=3)=[C:5]([CH2:3][CH3:4])[C:6](=[O:23])[NH:7][C:8]2=[O:22])[CH2:28][CH:27]=[CH:26][CH2:25]1 |f:0.1|. Procedure details: 48 mg of 60% sodium hydride (1.20 mmol) was slowly added to 0.28 g of 5-ethyl-6-(α-cyano-3,5-dimethylbenzyl)-2,4-pyrimidinedione (1.0 mmol) dissolved in 10 ml of dimethyl formamide, and the mixture was stirred at room temperature for one hour. Then, 0.32 g of (cyclopent-3-en-1-yl)methyl bromide (2.0 mmol) was added to the resulting mixture and stirred at the temperature of 50˜60° C. for 48 hours with injection of oxygen. After cooling, 20 ml of distilled water was added to the resulting product,... Reactants: C1(=CC=CC=C1)C1=CC=C(C=C1)O (p-phenylphenol), C[O-].[Na+] (sodium methoxide), ClCCCCCCO (6-chlorohexan-1-ol), [I-].[Na+] (sodium iodide). Solvent: CN(C=O)C (dimethylformamide). Reaction conditions: time 0.5 hour. The product is C1(=CC=CC=C1)C1=CC=C(OCCCCCCO)C=C1 (6-(4-Phenylphenoxy)hexan-1-ol). As a reaction SMILES: [C:1]1([C:7]2[CH:12]=[CH:11][C:10]([OH:13])=[CH:9][CH:8]=2)[CH:6]=[CH:5][CH:4]=[CH:3][CH:2]=1.C[O-].[Na+].Cl[CH2:18][CH2:19][CH2:20][CH2:21][CH2:22][CH2:23][OH:24].[I-].[Na+]>CN(C)C=O>[C:1]1([C:7]2[CH:8]=[CH:9][C:10]([O:13][CH2:18][CH2:19][CH2:20][CH2:21][CH2:22][CH2:23][OH:24])=[CH:11][CH:12]=2)[CH:2]=[CH:3][CH:4]=[CH:5][CH:6]=1 |f:1.2,4.5|. Procedure: A mixture of 34.0 g (0.2 mole) or p-phenylphenol (Eastman) and 10.8 g (0.2 mole) of sodium methoxide (MCB) in 500 ml of dry dimethylformamide is heated and stirred on a steam bath for 0.5 hour, after which 27.3 g (0.2 mole) of 6-chlorohexan-1-ol (MCB) and about 2 g of sodium iodide are added. The mixture is heated to reflux with stirring, and then allowed to cool to room temperature. The reaction mixture is partitioned between ether/acetone and water, and the organic phase is extracted with base... Reactants: CC=1C(=NC=C(N1)C1=CC=CC=C1)N (3-methyl-5-phenylpyrazin-2-amine), OC1=CC=C(C=C1)CC(C(=O)O)=O (3-(4-hydroxyphenyl)-2-oxopropanoic acid). Yields the product OC1=CC=C(CC2=NC=3N(C=C(NC3C)C3=CC=CC=C3)C2=O)C=C1 (2-(4-hydroxybenzyl)-8-methyl-6-phenylimidazo[1,2-a]pyrazin-3(7H)-one). RXN SMILES: [CH3:1][C:2]1[C:3]([NH2:14])=[N:4][CH:5]=[C:6]([C:8]2[CH:13]=[CH:12][CH:11]=[CH:10][CH:9]=2)[N:7]=1.[OH:15][C:16]1[CH:21]=[CH:20][C:19]([CH2:22][C:23](=O)[C:24](O)=[O:25])=[CH:18][CH:17]=1>>[OH:15][C:16]1[CH:17]=[CH:18][C:19]([CH2:22][C:23]2[C:24](=[O:25])[N:4]3[CH:5]=[C:6]([C:8]4[CH:13]=[CH:12][CH:11]=[CH:10][CH:9]=4)[NH:7][C:2]([CH3:1])=[C:3]3[N:14]=2)=[CH:20][CH:21]=1. Procedure: Synthesized using method A with 3-methyl-5-phenylpyrazin-2-amine and 3-(4-hydroxyphenyl)-2-oxopropanoic acid as starting materials. 1H NMR (300 MHz, dmso) δ 8.84 (s, 1H), 8.00 (d, J=7.6, 2H), 7.47 (dd, J=8.6, 16.2, 3H), 7.17 (d, J=7.3, 2H), 6.69 (d, J=8.4, 2H), 6.26 (s, 4H), 4.17 (s, 2H), 2.86 (s, 3H), 2.48 (s, 1H). Starting materials: 4h, O (water), FC1=C(N)C=CC=C1 (2-fluoroaniline), C([O-])([O-])=O.[K+].[K+] (potassium carbonate), BrCC(=O)Br (bromoacetyl bromide). The solvent is ClCCl (dichloromethane). Product: BrCC(=O)NC1=C(C=CC=C1)F (2-Bromo-N-(2-fluoro-phenyl)-acetamide). As a reaction SMILES: [F:1][C:2]1[CH:8]=[CH:7][CH:6]=[CH:5][C:3]=1[NH2:4].C(=O)([O-])[O-].[K+].[K+].[Br:15][CH2:16][C:17](Br)=[O:18].O>ClCCl>[Br:15][CH2:16][C:17]([NH:4][C:3]1[CH:5]=[CH:6][CH:7]=[CH:8][C:2]=1[F:1])=[O:18] |f:1.2.3|. Procedure: To a mixture of 2-fluoroaniline (2 mL) and potassium carbonate (4.3 g) in dichloromethane to (50 mL) was added bromoacetyl bromide (3.6 mL). The reaction mixture was stirred for 4h then water was added and the phases separated. The organic layer was concentrated, the residue treated with ether and evaporated again to give the sub-titled compound (4.98 g) as a cream solid that was used without further purification. Reactants: C(C)N1CC2=C(C(C1)O)C=CS2 (6-ethyl-4,5,6,7-tetrahydrothieno[2,3-c]pyridin-4-ol), ClC=1C=C(C=CC1Cl)F (3,4-dichloro-1-fluorobenzene). Yields the product Cl.ClC=1C=C(C=CC1Cl)OC1C2=C(CN(C1)CC)SC=C2 (4-(3,4-Dichlorophenyloxy)-6-ethyl-4,5,6,7-tetrahydrothieno[2,3-c]pyridine hydrochloride). As a reaction SMILES: [CH2:1]([N:3]1[CH2:8][CH:7]([OH:9])[C:6]2[CH:10]=[CH:11][S:12][C:5]=2[CH2:4]1)[CH3:2].[Cl:13][C:14]1[CH:15]=[C:16](F)[CH:17]=[CH:18][C:19]=1[Cl:20]>>[ClH:13].[Cl:13][C:14]1[CH:15]=[C:16]([O:9][CH:7]2[CH2:8][N:3]([CH2:1][CH3:2])[CH2:4][C:5]3[S:12][CH:11]=[CH:10][C:6]2=3)[CH:17]=[CH:18][C:19]=1[Cl:20] |f:2.3|. Procedure details: The same method as in Example 3 was conducted using 6-ethyl-4,5,6,7-tetrahydrothieno[2,3-c]pyridin-4-ol (Reference Example 7) instead of 6-methyl-4,5,6,7-tetrahydrothieno[2,3-c]pyridin-4-ol (Reference Example 6) and was conducted using 3,4-dichloro-1-fluorobenzene instead of 1,3-difluorobenzene to give the objective compound.